Dataset: the Open Reaction Database (ORD), a public repository of structured organic reaction records. Task: describe an organic reaction: reactants, conditions, products, and yield Reactants: OCC1CNCCC1 (3-hydroxymethyl-piperidine), C(=O)([O-])[O-].[Na+].[Na+] (Na2CO3), ClC(=O)OCC (Ethyl chloroformate). The solvent is C(Cl)(Cl)Cl (CHCl3), O (water), O (Water). Conditions: temperature 10 celsius. Product: OCC1CN(CCC1)C(=O)OCC ((±)-ethyl 3-(hydroxymethyl)-1-piperidinecarboxylate). The yield is 97.9%. As a reaction SMILES: [OH:1][CH2:2][CH:3]1[CH2:8][CH2:7][CH2:6][NH:5][CH2:4]1.C([O-])([O-])=O.[Na+].[Na+].Cl[C:16]([O:18][CH2:19][CH3:20])=[O:17]>C(Cl)(Cl)Cl.O>[OH:1][CH2:2][CH:3]1[CH2:8][CH2:7][CH2:6][N:5]([C:16]([O:18][CH2:19][CH3:20])=[O:17])[CH2:4]1 |f:1.2.3|. Procedure details: A mixture of 3-hydroxymethyl-piperidine (0.6 mol) and Na2CO3 (130 g) in CHCl3 (600 ml) and water (600 ml) was stirred at 10° C. Ethyl chloroformate (115 g) was added dropwise (temperature was kept at 10° C.). The mixture was stirred until the temperature reached room temperature and the reaction mixture was stirred overnight. Water (500 ml) was added. The organic layer was separated, washed with water, dried, filtered and the solvent was evaporated, yielding 110 g (98%) of (±)-ethyl 3-(hydroxyme... Starting materials: Cl.Cl.N1CC(OCC1)CNC(=O)C=1N=NC(=C(C1)C1=CC=C(C=C1)OC1CCCCC1)CCCC (6-butyl-5-(4-cyclohexyloxy-phenyl)-pyridazine-3-carboxylic acid (morpholin-2-ylmethyl)-amide dihydrochloride), CN1C2CC(CC1CC2)N (8-methyl-8-aza-bicyclo[3.2.1]oct-3-ylamine), C(C)N(C(C)C)C(C)C (ethyl-diisopropyl-amine). The solvent is C1CCOC1 (THF), C(C)OCC (diethyl ether). Reaction conditions: time 3 hour. Yields the product Cl.Cl.CN1C2CC(CC1CC2)NC(=O)C=2N=NC(=C(C2)C2=CC=C(C=C2)OC2CCCCC2)CCCC (6-Butyl-5-(4-cyclohexyloxy-phenyl)-pyridazine-3-carboxylic acid (8-methyl-8-aza-bicyclo[3.2.1]oct-3-yl)-amide dihydrochloride). RXN SMILES: [ClH:1].Cl.N1CCOC(CN[C:11]([C:13]2[N:14]=[N:15][C:16]([CH2:32][CH2:33][CH2:34][CH3:35])=[C:17]([C:19]3[CH:24]=[CH:23][C:22]([O:25][CH:26]4[CH2:31][CH2:30][CH2:29][CH2:28][CH2:27]4)=[CH:21][CH:20]=3)[CH:18]=2)=[O:12])C1.[CH3:36][N:37]1[CH:42]2[CH2:43][CH2:44][CH:38]1[CH2:39][CH:40]([NH2:45])[CH2:41]2.C(N(C(C)C)C(C)C)C>C1COCC1.C(OCC)C>[ClH:1].[ClH:1].[CH3:36][N:37]1[CH:42]2[CH2:43][CH2:44][CH:38]1[CH2:39][CH:40]([NH:45][C:11]([C:13]1[N:14]=[N:15][C:16]([CH2:32][CH2:33][CH2:34][CH3:35])=[C:17]([C:19]3[CH:24]=[CH:23][C:22]([O:25][CH:26]4[CH2:27][CH2:28][CH2:29][CH2:30][CH2:31]4)=[CH:21][CH:20]=3)[CH:18]=1)=[O:12])[CH2:41]2 |f:0.1.2,7.8.9|. Reported procedure: A mixture of 6-butyl-5-(4-cyclohexyloxy-phenyl)-pyridazine-3-carboxylic acid pentafluorophenyl ester hydrochloride (Example 90, 0.108 mmol, 60 mg), 8-methyl-8-aza-bicyclo[3.2.1]oct-3-ylamine (0.05 mL), ethyl-diisopropyl-amine (0.2 mL) in THF (2.0 mL) may be stirred at room temperature for 3 h. The reaction mixture may be diluted with diethyl ether, washed with water and 2 M aq. sodium hydroxide solution and dried over magnesium sulfate. The crude product may be purified by column chromatography ... The reactants are C(C1=CC=CC=C1)OC=1C=C(C=NC1NC=1SC=C(N1)C)SCCC(=O)OC (Methyl 3-(5-(benzyloxy)-6-(4-methylthiazol-2-ylamino)pyridin-3-ylthio)propanoate), CC(C)(C)[O-].[K+] (KOtBu), ClCC1=CC=C(C=C1)OC (1-(chloromethyl)-4-methoxybenzene), Cl (HCl). Product: Cl.COC1=CC=C(CSC=2C=C(C(=NC2)NC=2SC=C(N2)C)OCC2=CC=CC=C2)C=C1 (5-(4-methoxybenzylthio)-3-(benzyloxy)-N-(4-methylthiazol-2-yl)pyridin-2-amine hydrochloride). The yield is 77.6%. Reaction SMILES: [CH2:1]([O:8][C:9]1[CH:10]=[C:11]([S:22][CH2:23][CH2:24]C(OC)=O)[CH:12]=[N:13][C:14]=1[NH:15][C:16]1[S:17][CH:18]=[C:19]([CH3:21])[N:20]=1)[C:2]1[CH:7]=[CH:6][CH:5]=[CH:4][CH:3]=1.CC([O-])(C)C.[K+].[Cl:35]CC1[CH:42]=[CH:41][C:40]([O:43][CH3:44])=[CH:39][CH:38]=1.Cl>>[ClH:35].[CH3:44][O:43][C:40]1[CH:41]=[CH:42][C:24]([CH2:23][S:22][C:11]2[CH:10]=[C:9]([O:8][CH2:1][C:2]3[CH:7]=[CH:6][CH:5]=[CH:4][CH:3]=3)[C:14]([NH:15][C:16]3[S:17][CH:18]=[C:19]([CH3:21])[N:20]=3)=[N:13][CH:12]=2)=[CH:38][CH:39]=1 |f:1.2,5.6|. Procedure details: Methyl 3-(5-(benzyloxy)-6-(4-methylthiazol-2-ylamino)pyridin-3-ylthio)propanoate (prepared according to Example 42; 70 mg, 0.17 mmol), KOtBu (0.59 mL, 0.59 mmol) and 1-(chloromethyl)-4-methoxybenzene (0.023 mL, 0.17 mmol) were reacted according to the method of Example 43 to afford 5-(4-methoxybenzylthio)-3-(benzyloxy)-N-(4-methylthiazol-2-yl)pyridin-2-amine hydrochloride (64.1 mg, 78.3% yield) as a white solid after HCl salt formation. 1H NMR (d6-DMSO) δ 7.82 (d, 1H), 7.60-7.54 (m, 3H), 7.45-7.... Starting materials: C(C=C)N1C(=C2CCN(C(C2=C(C1=O)O)=O)CC1=CC(=C(C=C1)F)Cl)C(=O)OC (methyl 2-(allyl)-6-(3-chloro-4-fluorobenzyl)-4-hydroxy-3,5-dioxo-2,3,5,6,7,8-hexahydro-2,6-naphthyridine-1-carboxylate), C([O-])([O-])=O.[Cs+].[Cs+] (cesium carbonate), IC (iodomethane). Run in CN(C)C=O (DMF). Reaction conditions: temperature 40 celsius. Yields the product C(C=C)N1C(=C2CCN(C(C2=C(C1=O)OC)=O)CC1=CC(=C(C=C1)F)Cl)C(=O)OC (Methyl 2-(allyl)-6-(3-chloro-4-fluorobenzyl)-4-methoxy-3,5-dioxo-2,3,5,6,7,8-hexahydro-2,6-naphthyridine-1-carboxylate). Reaction SMILES: [CH2:1]([N:4]1[C:13](=[O:14])[C:12]([OH:15])=[C:11]2[C:6]([CH2:7][CH2:8][N:9]([CH2:17][C:18]3[CH:23]=[CH:22][C:21]([F:24])=[C:20]([Cl:25])[CH:19]=3)[C:10]2=[O:16])=[C:5]1[C:26]([O:28][CH3:29])=[O:27])[CH:2]=[CH2:3].[C:30](=O)([O-])[O-].[Cs+].[Cs+].IC>CN(C=O)C>[CH2:1]([N:4]1[C:13](=[O:14])[C:12]([O:15][CH3:30])=[C:11]2[C:6]([CH2:7][CH2:8][N:9]([CH2:17][C:18]3[CH:23]=[CH:22][C:21]([F:24])=[C:20]([Cl:25])[CH:19]=3)[C:10]2=[O:16])=[C:5]1[C:26]([O:28][CH3:29])=[O:27])[CH:2]=[CH2:3] |f:1.2.3|. Procedure: A mixture of methyl 2-(allyl)-6-(3-chloro-4-fluorobenzyl)-4-hydroxy-3,5-dioxo-2,3,5,6,7,8-hexahydro-2,6-naphthyridine-1-carboxylate (6.08 g, 14.92 mmol), cesium carbonate (6.08 g, 18.65 mmol), and iodomethane (2.79 mL, 44.77 mmol) in DMF (20 mL) was heated at 40° C. overnight. The reaction mixture was filtered and concentrated under vacuum. The residue was subjected to column chromatography on silica gel. Collection and concentration of appropriate fractions provided the title compound. (ES MS M...